Task: describe an organic reaction: reactants, conditions, products, and yield. Dataset: the Open Reaction Database (ORD), a public repository of structured organic reaction records The reactants are ClCC=1CS[C@H]2N(C1C(=O)OC(C1=CC=CC=C1)C1=CC=CC=C1)C([C@H]2NC(C(C=2N=C(SC2)NC(C2=CC=CC=C2)(C2=CC=CC=C2)C2=CC=CC=C2)=NOC)=O)=O (benzhydryl 3-chloromethyl-7β-[2-methoxyimino-2-( 2-tritylaminothiazol-4-yl)acetamido]-3-cephem-4-carboxylate), [I-].[Na+] (sodium iodide), OC1=CC=C(C=C1)C1=CN=C(O1)S (5-(4-hydroxyphenyl)-2mercaptooxazole). The product is NC=1SC=C(N1)C(C(=O)N[C@H]1[C@@H]2N(C(=C(CS2)CSC=2OC(=CN2)C2=CC=C(C=C2)O)C(=O)[O-])C1=O)=NOC.[Na+] (sodium 7β-[2-(2-aminothiazol-4-yl)-2-methoxyiminoacetamido]-3-[5-( 4-hydroxyphenyl)-oxazol-2-yl]thiomethyl-3-cephem-4-carboxylate). Isolated yield 9.0%. Reaction SMILES: Cl[CH2:2][C:3]1[CH2:4][S:5][C@@H:6]2[C@H:26]([NH:27][C:28](=[O:58])[C:29](=[N:55][O:56][CH3:57])[C:30]3[N:31]=[C:32]([NH:35]C(C4C=CC=CC=4)(C4C=CC=CC=4)C4C=CC=CC=4)[S:33][CH:34]=3)[C:25](=[O:59])[N:7]2[C:8]=1[C:9]([O:11]C(C1C=CC=CC=1)C1C=CC=CC=1)=[O:10].[I-].[Na+:61].[OH:62][C:63]1[CH:68]=[CH:67][C:66]([C:69]2[O:73][C:72]([SH:74])=[N:71][CH:70]=2)=[CH:65][CH:64]=1>>[NH2:35][C:32]1[S:33][CH:34]=[C:30]([C:29](=[N:55][O:56][CH3:57])[C:28]([NH:27][C@@H:26]2[C:25](=[O:59])[N:7]3[C:8]([C:9]([O-:11])=[O:10])=[C:3]([CH2:2][S:74][C:72]4[O:73][C:69]([C:66]5[CH:65]=[CH:64][C:63]([OH:62])=[CH:68][CH:67]=5)=[CH:70][N:71]=4)[CH2:4][S:5][C@H:6]23)=[O:58])[N:31]=1.[Na+:61] |f:1.2,4.5|. Reported procedure: The same operation as in EXAMPLE 65 was conducted by using 840 mg (1.0 mmol) of benzhydryl 3-chloromethyl-7β-[2-methoxyimino-2-( 2-tritylaminothiazol-4-yl)acetamido]-3-cephem-4-carboxylate (syn-isomer), 225 mg (1.5 mmol) of sodium iodide and 193 mg (1.0 mmol) of 5-(4-hydroxyphenyl)-2mercaptooxazole, whereby 55 mg (yield: 9.0%) of the above identified compound was obtained.